From a dataset of the Open Reaction Database (ORD), a public repository of structured organic reaction records. describe an organic reaction: reactants, conditions, products, and yield Reactants: C(C)(C)(C)OC(=O)N1[C@H](C(=O)O)CCC1 (N-(tert-butoxycarbonyl)-L-proline), Cl.NCCC1=CC(O)=C(O)C=C1 (dopamine hydrochloride). Yields the product OC1=CC=C(C(=O)N2[C@H](C(=O)NCCC3=CC(O)=C(O)C=C3)CCC2)C=C1 (N-[N′-(p-hydroxybenzoyl)-L-prolyl]-dopamine). Isolated yield 69.1%. RXN SMILES: C(O[C:6]([N:8]1[CH2:15][CH2:14][CH2:13][C@H:9]1[C:10]([OH:12])=O)=[O:7])(C)(C)C.Cl.[NH2:17][CH2:18][CH2:19][C:20]1[CH:27]=[CH:26][C:24]([OH:25])=[C:22]([OH:23])[CH:21]=1>>[OH:23][C:22]1[CH:24]=[CH:26][C:27]([C:6]([N:8]2[CH2:15][CH2:14][CH2:13][C@H:9]2[C:10]([NH:17][CH2:18][CH2:19][C:20]2[CH:27]=[CH:26][C:24]([OH:25])=[C:22]([OH:23])[CH:21]=2)=[O:12])=[O:7])=[CH:20][CH:21]=1 |f:1.2|. Procedure details: The title compound was prepared from N-(tert-butoxycarbonyl)-L-proline (108 mg, 0.50 mmol) in a coupling reaction with dopamine hydrochloride (189 mg, 1.0 mmol) according to example 6. Purification by flash column chromatography (5% MeOH/CHCl3) provided the desired compound as a syrup (128 mg, 73%).